Dataset: the Open Reaction Database (ORD), a public repository of structured organic reaction records. Task: describe an organic reaction: reactants, conditions, products, and yield Reactants: 110, C(C)(C)(C)C1=CC=C(C=C1)NC(OCC)=O (ethyl N-(4-tert.-butyl-phenyl)-carbamate), NC1=CC=CC=C1 (aniline). Solvent: C(C)O (ethanol). Run at temperature 180 celsius, time 6 hour. Product: C(C)(C)(C)C1=CC=C(N)C=C1 (4-tert.-butylaniline). Yield: 80.0%. As a reaction SMILES: [C:1]([C:5]1[CH:10]=[CH:9][C:8]([NH:11]C(=O)OCC)=[CH:7][CH:6]=1)([CH3:4])([CH3:3])[CH3:2].NC1C=CC=CC=1>C(O)C>[C:1]([C:5]1[CH:6]=[CH:7][C:8]([NH2:11])=[CH:9][CH:10]=1)([CH3:4])([CH3:2])[CH3:3]. Procedure: A mixture of 110 parts of ethyl N-(4-tert.-butyl-phenyl)-carbamate, 370 parts of aniline and 700 parts of ethanol is heated to 180° C. in an autoclave and kept at this temperature for 6 hours. The mixture is then subjected to fractional distillation under reduced pressure. 60 parts (80% of theory) of 4-tert.-butylaniline, of boiling point 93°-94° C./4 mbar, are obtained. Starting materials: BrCCCCCCN1CCCCC1 (1-bromo6-(1-piperidinyl)hexane), Cl (hydrochloride), N1=CC=CC2=C1NC1=C(C(N2)=O)C=CC=C1 (5,11-dihydro-6H-pyrido[2,3-b][1,4]benzodiazepin-6-one), solution, C(CCC)[Li] (n-butyl-lithium). Run in O1CCOCC1 (dioxan), CCCCCC (n-hexane). Reaction conditions: temperature 70 celsius. The product is N1(CCCCC1)CCCCCCN1C2=C(NC(C3=C1C=CC=C3)=O)C=CC=N2 (5,11-Dihydro-11-[6-(1-piperidinyl)hexyl]-6H-pyrido-[2,3-b][1,4]benzodiazepin-6-one). Reaction SMILES: [N:1]1[C:6]2[NH:7][C:8]3[CH:16]=[CH:15][CH:14]=[CH:13][C:9]=3[C:10](=[O:12])[NH:11][C:5]=2[CH:4]=[CH:3][CH:2]=1.C([Li])CCC.Br[CH2:23][CH2:24][CH2:25][CH2:26][CH2:27][CH2:28][N:29]1[CH2:34][CH2:33][CH2:32][CH2:31][CH2:30]1.Cl>O1CCOCC1.CCCCCC>[N:29]1([CH2:28][CH2:27][CH2:26][CH2:25][CH2:24][CH2:23][N:7]2[C:8]3[CH:16]=[CH:15][CH:14]=[CH:13][C:9]=3[C:10](=[O:12])[NH:11][C:5]3[CH:4]=[CH:3][CH:2]=[N:1][C:6]2=3)[CH2:34][CH2:33][CH2:32][CH2:31][CH2:30]1. Reported procedure: To a suspension of 33.2 g (0.157 mol) of 5,11-dihydro-6H-pyrido[2,3-b][1,4]benzodiazepin-6-one in 875 ml of anhydrous dioxan, 173 ml (approx. 0.45 mol) of a 2.6 molar solution of n-butyl-lithium in n-hexane was added dropwise at ambient temperature and the resulting mixture was then stirred for another hour at the same temperature. It was then heated to 70° C. and at a reaction temperature of not more than 75° C. 83.0 g (0.034 mol) of 1-bromo6-(1-piperidinyl)hexane were added dropwise, then to c... Yields the product N[C@@H](CC1=CC=CC=C1)C(=O)O (L-phenylalanine). Conditions: time 1.5 hour. Run in C(C)O (ethanol), O (water). Procedure: The methyl ester from Example 9 (i) (0.58 g, 1.2 mmol) was dissolved in ethanol (10 mL) and a solution of potassium hydroxide (0.223 g, 4 mmol) in water (4 mL) was added. This solution was stirred at room temperature for 1.5 hours. The ethanol was evaporated, the residue was diluted with water (10 mL) and the basic solution was extracted with ether. The aqueous layer was acidified to pH 3.5 with 10% hydrochloric acid solution, and the cooled suspension was then filtered, washed with water and dr... Reactants: COC([C@@H](NC(=O)CC1=CN=C(N1CC1=C(C=CC=C1)Cl)SCCC)CC1=CC=CC=C1)=O (N-[{1-(2-chlorophenyl)methyl-2-propylthio-1H-imidazol-5-yl}methylcarbonyl]-L-phenylalanine methyl ester), [OH-].[K+] (potassium hydroxide). Reaction SMILES: C[O:2][C:3](=[O:33])[C@H:4]([CH2:26][C:27]1[CH:32]=[CH:31][CH:30]=[CH:29][CH:28]=1)[NH:5]C(CC1N(CC2C=CC=CC=2Cl)C(SCCC)=NC=1)=O.[OH-].[K+]>C(O)C.O>[NH2:5][C@H:4]([C:3]([OH:33])=[O:2])[CH2:26][C:27]1[CH:32]=[CH:31][CH:30]=[CH:29][CH:28]=1 |f:1.2|. Reactants: ClC1=CC=C(C=C1)C(N1CCNCC1)C1=CC=CC=C1 (1-[(4-Chlorophenyl)phenylmethyl]piperazine), C1(CC1)NS(=O)(=O)CCCCCCCCCCBr (N-cyclopropyl-10-bromodecanesulfonamide). Run in C(C)N(C(C)C)C(C)C (N-ethyldiisopropylamine). Product: C1(CC1)NS(=O)(=O)CCCCCCCCCCN1CCN(CC1)C(C1=CC=CC=C1)C1=CC=C(C=C1)Cl (N-cyclopropyl-10-[4-[(4-chlorophenyl)phenylmethyl]-1-piperazinyl]decanesulfonamide). The yield is 96.4%. Reaction SMILES: [Cl:1][C:2]1[CH:7]=[CH:6][C:5]([CH:8]([C:15]2[CH:20]=[CH:19][CH:18]=[CH:17][CH:16]=2)[N:9]2[CH2:14][CH2:13][NH:12][CH2:11][CH2:10]2)=[CH:4][CH:3]=1.[CH:21]1([NH:24][S:25]([CH2:28][CH2:29][CH2:30][CH2:31][CH2:32][CH2:33][CH2:34][CH2:35][CH2:36][CH2:37]Br)(=[O:27])=[O:26])[CH2:23][CH2:22]1>C(N(C(C)C)C(C)C)C>[CH:21]1([NH:24][S:25]([CH2:28][CH2:29][CH2:30][CH2:31][CH2:32][CH2:33][CH2:34][CH2:35][CH2:36][CH2:37][N:12]2[CH2:11][CH2:10][N:9]([CH:8]([C:5]3[CH:4]=[CH:3][C:2]([Cl:1])=[CH:7][CH:6]=3)[C:15]3[CH:16]=[CH:17][CH:18]=[CH:19][CH:20]=3)[CH2:14][CH2:13]2)(=[O:27])=[O:26])[CH2:23][CH2:22]1. Procedure: 1-[(4-Chlorophenyl)phenylmethyl]piperazine (525.0 mg, 1.83 mmol) and N-cyclopropyl-10-bromodecanesulfonamide (685.0 mg, 2.01 mmol) were refluxed in N-ethyldiisopropylamine (2 ml) for 6 hours. The reaction mixture was concentrated in vacuo, and water was added thereto. The mixture was extracted with chloroform. The chloroform layer was washed with water, and dried over anhydrous magnesium sulfate. Subsequently, the solvent was removed by evaporation in vacuo. The resulting crude product was purif... Starting materials: ice, BrC=1C=C(C=CC1)C1=C(C(=O)OC)C=CC=N1 (methyl 2-[3-bromophenyl]nicotinate), polyphosphoric acid. Run in [OH-].[Na+] (sodium hydroxide). Reaction conditions: time 15 minute. Yields the product BrC=1C=C2C=3N=CC=CC3C(C2=CC1)=O (6-bromo-4-aza-9-fluorenone), BrC=1C=CC=C2C=3N=CC=CC3C(C12)=O (8-bromo-4-aza-9-fluorenone). As a reaction SMILES: [Br:1][C:2]1[CH:3]=[C:4]([C:8]2[N:17]=[CH:16][CH:15]=[CH:14][C:9]=2[C:10]([O:12]C)=O)[CH:5]=[CH:6][CH:7]=1>[OH-].[Na+]>[Br:1][C:2]1[CH:3]=[C:4]2[C:5](=[CH:6][CH:7]=1)[C:10](=[O:12])[C:9]1[CH:14]=[CH:15][CH:16]=[N:17][C:8]2=1.[Br:1][C:2]1[CH:7]=[CH:6][CH:5]=[C:4]2[C:3]=1[C:10](=[O:12])[C:9]1[CH:14]=[CH:15][CH:16]=[N:17][C:8]2=1 |f:1.2|. Procedure details: A 500 mL r.b. flask containing 1 g of methyl 2-[3-bromophenyl]nicotinate and 30 g of polyphosphoric acid with a stirring bar was dipped in an oil bath at 210° C. While the contents were being warmed, house vacuum (~30 mmole) was slowly applied. After 15 mins., the reaction mixture started to stir easily and slowly started turning orange. This reaction mixture was stirred at 210° and 30 mm pressure for 4 hrs. The flask was taken out and while it was still warm, ~50 g of ice was cautiously added t... The reactants are CC1=C(C(=C(C(=C1)[N+](=O)[O-])C)Cl)O (2,5-dimethyl-6-chloro-4-nitrophenol). Reagents/catalysts: [Pt] (platinum on carbon). The solvent is C(C)O (ethyl alcohol). Run at time 45 minute. The product is CC1=C(C(=C(C(=C1)N)C)Cl)O (2,5-dimethyl-6-chloro-4-aminophenol). Yield: 96.1%. Reaction SMILES: [CH3:1][C:2]1[CH:7]=[C:6]([N+:8]([O-])=O)[C:5]([CH3:11])=[C:4]([Cl:12])[C:3]=1[OH:13]>C(O)C.[Pt]>[CH3:1][C:2]1[CH:7]=[C:6]([NH2:8])[C:5]([CH3:11])=[C:4]([Cl:12])[C:3]=1[OH:13]. Procedure details: Into a Parr bottle containing 5.0 grams (24.8 mmol) of 2,5-dimethyl-6-chloro-4-nitrophenol in 40 milliliters of ethyl alcohol was added 0.5 grams of 5 percent platinum on carbon. This mixture was hydrogenated for 45 minutes in a Parr apparatus. The resulting solution was filtered over charcoal and Celite and the solvent was evaporated to afford 4.09 grams of 2,5-dimethyl-6-chloro-4-aminophenol having a melting point of 127° C.-128° C. Recrystallization from ethyl acetate and hexane afforded a pr... The reactants are O=C([O-])O, CN(C)C=O, O=C(Cl)C(=O)Cl, ClCCl, Cl, NO, [Na+], CC1(C)SCCN(S(=O)(=O)c2ccc3c(c2)oc2ccccc23)C1C(=O)O. Yields the product CC1(C)SCCN(S(=O)(=O)c2ccc3c(c2)oc2ccccc23)C1C(=O)NO. As a reaction SMILES: [C:37](=[O:38])([OH:39])[O-:40].[CH3:42][N:43]([CH3:44])[CH:45]=[O:46].[Cl:28][C:29]([C:30]([Cl:31])=[O:32])=[O:33].[Cl:47][CH2:48][Cl:49].[ClH:34].[NH2:35][OH:36].[Na+:41].[cH:1]1[cH:2][c:3]([S:14](=[O:15])(=[O:16])[N:17]2[CH:18]([C:25](=[O:26])[OH:27])[C:19]([CH3:23])([CH3:24])[S:20][CH2:21][CH2:22]2)[cH:4][c:5]2[o:6][c:7]3[c:8]([c:9]12)[cH:10][cH:11][cH:12][cH:13]3>>[cH:1]1[cH:2][c:3]([S:14](=[O:15])(=[O:16])[N:17]2[CH:18]([C:25](=[O:27])[NH:35][OH:36])[C:19]([CH3:23])([CH3:24])[S:20][CH2:21][CH2:22]2)[cH:4][c:5]2[o:6][c:7]3[c:8]([c:9]12)[cH:10][cH:11][cH:12][cH:13]3.